This data is from the Open Reaction Database (ORD), a public repository of structured organic reaction records. The task is: describe an organic reaction: reactants, conditions, products, and yield Reactants: CC(C)(C)NS(=O)(=O)C1=C(NC=C1)C=NOC (N-(1,1-dimethylethyl)-2-[(methoxyimino)-methyl]-1H-pyrrole-3-sulfonamide), C(=O)(C(F)(F)F)O (TFA). The solvent is C(Cl)Cl (methylene chloride). Reaction conditions: time 16 hour. Yields the product CON=CC=1N(C=CC1S(=O)(=O)N)C (2-[(Methoxyimino)methyl]-1-methyl-1H-pyrrole-3-sulfonamide). As a reaction SMILES: CC([NH:5][S:6]([C:9]1[CH:13]=[CH:12][NH:11][C:10]=1[CH:14]=[N:15][O:16][CH3:17])(=[O:8])=[O:7])(C)C.[C:18](O)(C(F)(F)F)=O>C(Cl)Cl>[CH3:17][O:16][N:15]=[CH:14][C:10]1[N:11]([CH3:18])[CH:12]=[CH:13][C:9]=1[S:6]([NH2:5])(=[O:7])=[O:8]. Procedure details: To a solution of 5.74 g (21.9 mmol) of N-(1,1-dimethylethyl)-2-[(methoxyimino)-methyl]-1H-pyrrole-3-sulfonamide in 75 mL methylene chloride under a nitrogen atmosphere was add 75 mL of TFA. The clear orange reaction mixture was allowed to stir at room temperature overnight ca. 16 hours. The orange reaction mixture was concentrated in vacuo. Three portions of diethyl ether were added to the residue and removed by evaporation to remove residual TFA, affording 3.49 g of the title compound as a gray... Reactants: CN(C1=CC=CC=C1)C (N,N-dimethylaniline), methyl ester, C(=O)C1=C(C(=O)O)C=C(C=C1)N(C)C (2-formyl-5-dimethylaminobenzoic acid). Product: methyl ester, CN(C1=CC=C(C=C1)C(C1=C(C(=O)O)C=C(C=C1)N(C)C)C1=CC=C(C=C1)N(C)C)C (2-[bis(4-dimethylaminophenyl)methyl]-5-dimethylaminobenzoic acid). RXN SMILES: [CH:1]([C:3]1[CH:11]=[CH:10][C:9]([N:12]([CH3:14])[CH3:13])=[CH:8][C:4]=1[C:5]([OH:7])=[O:6])=O.[CH3:15][N:16]([CH3:23])[C:17]1[CH:22]=[CH:21][CH:20]=[CH:19][CH:18]=1>>[CH3:15][N:16]([CH3:23])[C:17]1[CH:22]=[CH:21][C:20]([CH:1]([C:3]2[CH:11]=[CH:10][C:9]([N:12]([CH3:14])[CH3:13])=[CH:8][CH:4]=2)[C:3]2[CH:11]=[CH:10][C:9]([N:12]([CH3:14])[CH3:13])=[CH:8][C:4]=2[C:5]([OH:7])=[O:6])=[CH:19][CH:18]=1. Procedure: In another known process for the preparation of CVL there are three steps. The first step comprises the interaction of the methyl ester of 2-formyl-5-dimethylaminobenzoic acid with two equivalents of N,N-dimethylaniline to obtain the methyl ester of 2-[bis(4-dimethylaminophenyl)methyl]-5-dimethylaminobenzoic acid. After isolation, this benzoic acid is oxidized in the second step and finally in the third step the oxidized product is saponified and the lactone ring is closed to obtain the 3,3-bis(... Starting materials: [Cl-].[Cl-].[Cl-].[Ti+3] (titanium trichloride), C(C1=CC=CC=C1)(=O)OCCCC (butyl benzoate), polystyrene. Run in C1(=CC=CC=C1)C (toluene). Yields the product [Cl-].[Cl-].[Cl-].[Ti+3].C(C1=CC=CC=C1)(=O)OCCCC (titanium trichloride butyl benzoate). RXN SMILES: [Cl-:1].[Cl-].[Cl-].[Ti+3:4].[C:5]([O:13][CH2:14][CH2:15][CH2:16][CH3:17])(=[O:12])[C:6]1[CH:11]=[CH:10][CH:9]=[CH:8][CH:7]=1>C1(C)C=CC=CC=1>[Cl-:1].[Cl-:1].[Cl-:1].[Ti+3:4].[C:5]([O:13][CH2:14][CH2:15][CH2:16][CH3:17])(=[O:12])[C:6]1[CH:11]=[CH:10][CH:9]=[CH:8][CH:7]=1 |f:0.1.2.3,6.7.8.9.10|. Procedure: The mixture which was homogenised consisted of 119 g of titanium trichloride, 26 cm3 of butyl benzoate, 390 cm3 of toluene and 3 g of polystyrene ("Lustrex" HF 66). After operating the homogeniser at maximum power for 2.75 minutes, the contents of the flask had formed an immobile gel-like product and the temperature had risen to above 50° C. Homogenisation was terminated and 500 cm3 of toluene were added to assist in the transfer of the dispersed solid to a storage vessel. RXN SMILES: [CH3:24][CH2:25][NH2:26].[CH3:27][O:28][CH2:29][CH2:30][O:31][CH3:32].[NH2:1][c:2]1[n:3][c:4](-[c:19]2[o:20][cH:21][cH:22][cH:23]2)[c:5]([N+:16](=[O:17])[O-:18])[c:6]([O:8][S:9]([C:10]([F:11])([F:12])[F:13])(=[O:14])=[O:15])[n:7]1>>[NH2:1][c:2]1[n:3][c:4](-[c:19]2[o:20][cH:21][cH:22][cH:23]2)[c:5]([N+:16](=[O:17])[O-:18])[c:6]([NH:26][CH2:25][CH3:24])[n:7]1. The reactants are CCN, COCCOC, Nc1nc(OS(=O)(=O)C(F)(F)F)c([N+](=O)[O-])c(-c2ccco2)n1. The product is CCNc1nc(N)nc(-c2ccco2)c1[N+](=O)[O-]. Procedure details: A mixture of 2-imino-5-{4-[2-(5-methyl-2-pyridyl)ethoxy]benzyl}-4-thiazolidinone (8.0 g), 2N HCl (80 ml) and ethanol (80 ml) was refluxed for 16 hours. The reaction solution was neutralized with a saturated aqueous solution of sodium hydrogencarbonate to yield crystals. The crystals were collected by filtration and recrystallized from ethanol to give 5-{4-[2-(5-methyl-2pyridyl)ethoxy]benzyl}-2,4-thiazolidinedione as colorless prisms (7.0 g, 87.5%), m.p. 192°-193° C. Run in C(C)O (ethanol). Reactants: N=C1SC(C(N1)=O)CC1=CC=C(C=C1)OCCC1=NC=C(C=C1)C (2-imino-5-{4-[2-(5-methyl-2-pyridyl)ethoxy]benzyl}-4-thiazolidinone), Cl (HCl), C(O)([O-])=O.[Na+] (sodium hydrogencarbonate). As a reaction SMILES: N=[C:2]1[NH:6][C:5](=[O:7])[CH:4]([CH2:8][C:9]2[CH:14]=[CH:13][C:12]([O:15][CH2:16][CH2:17][C:18]3[CH:23]=[CH:22][C:21]([CH3:24])=[CH:20][N:19]=3)=[CH:11][CH:10]=2)[S:3]1.Cl.C(=O)([O-])[OH:27].[Na+]>C(O)C>[CH3:24][C:21]1[CH:22]=[CH:23][C:18]([CH2:17][CH2:16][O:15][C:12]2[CH:13]=[CH:14][C:9]([CH2:8][CH:4]3[S:3][C:2](=[O:27])[NH:6][C:5]3=[O:7])=[CH:10][CH:11]=2)=[N:19][CH:20]=1 |f:2.3|. Isolated yield 87.5%. Yields the product CC=1C=CC(=NC1)CCOC1=CC=C(CC2C(NC(S2)=O)=O)C=C1 (5-{4-[2-(5-methyl-2pyridyl)ethoxy]benzyl}-2,4-thiazolidinedione).